Dataset: the Open Reaction Database (ORD), a public repository of structured organic reaction records. Task: describe an organic reaction: reactants, conditions, products, and yield Starting materials: C[Si](C)(C)[N-][Si](C)(C)C.[K+] (potassium bis(trimethylsilyl)amide), COC(=O)CP(=O)(OC)OC (trimethyl phosphonoacetate), C(C)(C)(C)OC(=O)NC1CC(C1)=O (3-(tert-butyloxycarbonylamino)cyclobutan-1-one). Solvent: O1CCCC1 (tetrahydrofuran), O1CCCC1 (tetrahydrofuran). Run at temperature -70 celsius, time 15 minute. The product is C(C)(C)(C)OC(=O)NC1CC(C1)=CC(=O)OC (1-(tert-Butyloxycarbonylamino)-3-(carbomethoxymethylene)cyclobutane). Yield: 97.3%. As a reaction SMILES: [CH3:1][O:2][C:3]([CH2:5]P(OC)(OC)=O)=[O:4].C[Si]([N-][Si](C)(C)C)(C)C.[K+].[C:22]([O:26][C:27]([NH:29][CH:30]1[CH2:33][C:32](=O)[CH2:31]1)=[O:28])([CH3:25])([CH3:24])[CH3:23]>O1CCCC1>[C:22]([O:26][C:27]([NH:29][CH:30]1[CH2:33][C:32](=[CH:5][C:3]([O:2][CH3:1])=[O:4])[CH2:31]1)=[O:28])([CH3:25])([CH3:23])[CH3:24] |f:1.2|. Procedure: To a cooled (-70° C.) and stirred solution of trimethyl phosphonoacetate (1.5 g) in anhydrous tetrahydrofuran (40 ml) was added potassium bis(trimethylsilyl)amide (0.5M in toluene; 15.07 ml) at such a rate as to maintain the internal temperature below -62° C. (ca 8 min). After 15 minutes of stirring at -70° C., a solution of 3-(tert-butyloxycarbonylamino)cyclobutan-1-one (1.27 g) in anhydrous tetrahydrofuran (10 ml) was added over 9 minutes, under a nitrogen atmosphere. The mixture was then allo... The reactants are COC1=CC=C2C=CN=CC2=C1 (7-methoxyisoquinoline), B(Br)(Br)Br (boron tribromide), ice water. Run in ClCCl (dichloromethane), ClCCl (dichloromethane). Run at temperature -75 celsius. Yields the product OC1=CC=C2C=CN=CC2=C1 (7-Hydroxyisoquinoline). Isolated yield 80.6%. Reaction SMILES: C[O:2][C:3]1[CH:12]=[C:11]2[C:6]([CH:7]=[CH:8][N:9]=[CH:10]2)=[CH:5][CH:4]=1.B(Br)(Br)Br>ClCCl>[OH:2][C:3]1[CH:12]=[C:11]2[C:6]([CH:7]=[CH:8][N:9]=[CH:10]2)=[CH:5][CH:4]=1. Reported procedure: To a 2-liter, 3-necked round bottom flask equipped with a magnetic stir bar and addition funnel is added 19.7 g (0.124 mole) 7-methoxyisoquinoline and 800 ml of dry dichloromethane. This solution is stirred and cooled to -75° C. with a dry ice/acetone bath, 628 ml (0.628 mole) of 1.0M boron tribromide in dichloromethane is added dropwise maintaining the temperature at -75° C. Thereafter the slurry is stirred for 18 hours allowing the temperature to rise to room temperature. The reaction slurry i... The reactants are FC(S(=O)(=O)OC=1C2=C(N=C(N1)NC1=CC=C(C=C1)C1=CN=CO1)CCN(C2)C(C)=O)(F)F (6-acetyl-2-(4-(oxazol-5-yl)phenylamino)-5,6,7,8-tetrahydropyrido[4,3-d]pyrimidin-4-yl trifluoromethanesulfonate), O1[C@@H](CCC1)CN ((S)-(tetrahydrofuran-2-yl)methanamine). Run in CS(=O)C (DMSO). Run at time 8 hour. The product is O1C=NC=C1C1=CC=C(C=C1)NC=1N=C(C2=C(N1)CCN(C2)C(C)=O)NC[C@H]2OCCC2 ((S)-1-(2-(4-(oxazol-5-yl)phenylamino)-4-((tetrahydrofuran-2-yl)methylamino)-7,8-dihydropyrido[4,3-d]pyrimidin-6(5H)-yl)ethanone). Isolated yield 41.8%. RXN SMILES: FC(F)(F)S(O[C:7]1[C:8]2[CH2:28][N:27]([C:29](=[O:31])[CH3:30])[CH2:26][CH2:25][C:9]=2[N:10]=[C:11]([NH:13][C:14]2[CH:19]=[CH:18][C:17]([C:20]3[O:24][CH:23]=[N:22][CH:21]=3)=[CH:16][CH:15]=2)[N:12]=1)(=O)=O.[O:34]1[CH2:38][CH2:37][CH2:36][C@H:35]1[CH2:39][NH2:40]>CS(C)=O>[O:24]1[C:20]([C:17]2[CH:18]=[CH:19][C:14]([NH:13][C:11]3[N:12]=[C:7]([NH:40][CH2:39][C@@H:35]4[CH2:36][CH2:37][CH2:38][O:34]4)[C:8]4[CH2:28][N:27]([C:29](=[O:31])[CH3:30])[CH2:26][CH2:25][C:9]=4[N:10]=3)=[CH:15][CH:16]=2)=[CH:21][N:22]=[CH:23]1. Reported procedure: 6-Acetyl-2-(4-(oxazol-5-yl)phenylamino)-5,6,7,8-tetrahydropyrido[4,3-d]pyrimidin-4-yl trifluoromethanesulfonate (35 mg, 0.07 mmol, Example 26a) in DMSO (1 mL) was dispensed in a library plate. (S)-(tetrahydrofuran-2-yl)methanamine (7.08 mg, 0.07 mmol) was added to the plate and it was left to shake overnight at 80° C., filtered and purified by preparative HPLC to give (S)-1-(2-(4-(oxazol-5-yl)phenylamino)-4-((tetrahydrofuran-2-yl)methylamino)-7,8-dihydropyrido[4,3-d]pyrimidin-6(5H)-yl)ethanone (... The reactants are O=C([O-])O, CC1(C)C=Cc2cc(CC(=O)NCc3ccccc3)ccc2O1, ClCCl, [Na+], O=C(OO)c1cccc(Cl)c1. The product is CC1(C)Oc2ccc(CC(=O)NCc3ccccc3)cc2C2OC21. As a reaction SMILES: [C:1]([OH:2])(=[O:3])[O-:4].[CH2:6]([c:7]1[cH:8][cH:9][cH:10][cH:11][cH:12]1)[NH:13][C:14]([CH2:15][c:16]1[cH:17][c:18]2[c:23]([cH:24][cH:25]1)[O:22][C:21]([CH3:26])([CH3:27])[CH:20]=[CH:19]2)=[O:28].[Cl:40][CH2:41][Cl:42].[Na+:5].[OH:29][O:30][C:31]([c:32]1[cH:33][c:34]([Cl:35])[cH:36][cH:37][cH:38]1)=[O:39]>>[O:2]1[CH:19]2[c:18]3[cH:17][c:16]([CH2:15][C:14]([NH:13][CH2:6][c:7]4[cH:8][cH:9][cH:10][cH:11][cH:12]4)=[O:28])[cH:25][cH:24][c:23]3[O:22][C:21]([CH3:26])([CH3:27])[CH:20]12. Reactants: [OH-].[Na+] (sodium hydroxide), CC[C@@H]1[C@@]([C@@H]([C@H](C(=O)[C@@H](C[C@@]([C@@H]([C@H]([C@@H]([C@H](C(=O)O1)C)O[C@H]2C[C@@]([C@H]([C@@H](O2)C)O)(C)OC)C)O[C@H]3[C@@H]([C@H](C[C@H](O3)C)N(C)C)O)(C)O)C)C)O)(C)O (Erythromycin A), F[B-](F)(F)F.F[B-](F)(F)F.ClC[N+]12CC[N+](CC1)(CC2)F (1-Chloromethyl-4-fluoro-1,4-diazoniabicyclo[2.2.2]octane bis(tetrafluoroborate)). The solvent is C(C)(=O)O (acetic acid). Conditions: time 2 hour. Product: CC[C@@H]1[C@@]([C@@H]([C@H](C(=O)[C@@](C[C@@]([C@@H]([C@H]([C@@H]([C@H](C(=O)O1)C)O[C@H]2C[C@@]([C@H]([C@@H](O2)C)O)(C)OC)C)O[C@H]3[C@@H]([C@H](C[C@H](O3)C)N(C)C)O)(C)O)(C)F)C)O)(C)O (flurithromycin). The yield is 87.8%. RXN SMILES: [CH3:1][CH2:2][C@H:3]1[O:18][C:16](=[O:17])[C@H:15]([CH3:19])[C@@H:14]([O:20][C@@H:21]2[O:26][C@@H:25]([CH3:27])[C@H:24]([OH:28])[C@@:23]([O:30][CH3:31])([CH3:29])[CH2:22]2)[C@H:13]([CH3:32])[C@@H:12]([O:33][C@@H:34]2[O:39][C@H:38]([CH3:40])[CH2:37][C@H:36]([N:41]([CH3:43])[CH3:42])[C@H:35]2[OH:44])[C@@:11]([OH:46])([CH3:45])[CH2:10][C@@H:9]([CH3:47])[C:7](=[O:8])[C@H:6]([CH3:48])[C@@H:5]([OH:49])[C@@:4]1([OH:51])[CH3:50].[OH-].[Na+].[F:54][B-](F)(F)F.F[B-](F)(F)F.ClC[N+]12CC[N+](F)(CC1)CC2>C(O)(=O)C>[CH3:1][CH2:2][C@H:3]1[O:18][C:16](=[O:17])[C@H:15]([CH3:19])[C@@H:14]([O:20][C@@H:21]2[O:26][C@@H:25]([CH3:27])[C@H:24]([OH:28])[C@@:23]([O:30][CH3:31])([CH3:29])[CH2:22]2)[C@H:13]([CH3:32])[C@@H:12]([O:33][C@@H:34]2[O:39][C@H:38]([CH3:40])[CH2:37][C@H:36]([N:41]([CH3:42])[CH3:43])[C@H:35]2[OH:44])[C@@:11]([OH:46])([CH3:45])[CH2:10][C@@:9]([F:54])([CH3:47])[C:7](=[O:8])[C@H:6]([CH3:48])[C@@H:5]([OH:49])[C@@:4]1([OH:51])[CH3:50] |f:1.2,3.4.5|. Procedure: Erythromycin A (5 g, 6.813 mmole) was dissolved in glacial acetic acid (20 mL) at room temperature and stirred for 2 hours. The pH of the mixture was adjusted to 4.3 with 6N sodium hydroxide (approx. 12.5 mL) while the temperature was maintained below 20° C. 1-Chloromethyl-4-fluoro-1,4-diazoniabicyclo[2.2.2]octane bis(tetrafluoroborate) (2.4 g, 6.813 mmole) was added and stirring continued for an additional 3 hours at 22° C. The reaction was worked up in the same manner as Example 1 to afford 4.... The reactants are [Al+3], COC(=O)NCCN1CCC(n2cc(-c3ccc(F)cc3)c3cc(C)ccc32)CC1, [H-], [H-], [H-], [H-], [Li+], [Na+], C1CCOC1, [OH-], O. The product is CNCCN1CCC(n2cc(-c3ccc(F)cc3)c3cc(C)ccc32)CC1. As a reaction SMILES: [Al+3:32].[CH3:1][O:2][C:3](=[O:4])[NH:5][CH2:6][CH2:7][N:8]1[CH2:9][CH2:10][CH:11]([n:14]2[cH:15][c:16](-[c:24]3[cH:25][cH:26][c:27]([F:30])[cH:28][cH:29]3)[c:17]3[cH:18][c:19]([CH3:23])[cH:20][cH:21][c:22]23)[CH2:12][CH2:13]1.[H-:31].[H-:34].[H-:35].[H-:36].[Li+:33].[Na+:39].[O:40]1[CH2:41][CH2:42][CH2:43][CH2:44]1.[OH-:38].[OH2:37]>>[CH3:3][NH:5][CH2:6][CH2:7][N:8]1[CH2:9][CH2:10][CH:11]([n:14]2[cH:15][c:16](-[c:24]3[cH:25][cH:26][c:27]([F:30])[cH:28][cH:29]3)[c:17]3[cH:18][c:19]([CH3:23])[cH:20][cH:21][c:22]23)[CH2:12][CH2:13]1.